This data is from the Open Reaction Database (ORD), a public repository of structured organic reaction records. The task is: describe an organic reaction: reactants, conditions, products, and yield Reactants: O.[OH-].[Li+] (lithium hydroxide monohydrate), [Cl-].[Na+] (sodium chloride), COC([C@H](NC(=O)OC(C)(C)C)CC(C)(C)C)=O (N-tert-Butoxycarbonyl-3-tert-butyl-D-alanine methyl ester), Cl (hydrochloric acid). Procedure details: N-tert-Butoxycarbonyl-3-tert-butyl-D-alanine methyl ester (example 5A, 60 g, 231 mmol) is dissolved in THF p.a. (463 ml). At RT, a solution of lithium hydroxide monohydrate (19.4 g, 462.7 mmol) in water (463 ml) is slowly added dropwise. When the HPLC chromatogram (method 1) shows complete conversion (about 20 h), the reaction mixture is cautiously adjusted to pH 3-4 using 1 N aq. hydrochloric acid while cooling in ice. Solid sodium chloride (150 g) is added to the reaction mixture, which is the... RXN SMILES: C[O:2][C:3](=[O:18])[C@@H:4]([CH2:13][C:14]([CH3:17])([CH3:16])[CH3:15])[NH:5][C:6]([O:8][C:9]([CH3:12])([CH3:11])[CH3:10])=[O:7].O.[OH-].[Li+].Cl.[Cl-].[Na+]>C1COCC1.O>[C:9]([O:8][C:6]([NH:5][C@@H:4]([C:3]([OH:18])=[O:2])[CH2:13][C:14]([CH3:17])([CH3:16])[CH3:15])=[O:7])([CH3:12])([CH3:10])[CH3:11] |f:1.2.3,5.6|. Product: C(C)(C)(C)OC(=O)N[C@H](CC(C)(C)C)C(=O)O (N2-(tert-Butoxycarbonyl)-3-tert-butyl-D-alanine). The solvent is O (water), C1CCOC1 (THF).